This data is from the Open Reaction Database (ORD), a public repository of structured organic reaction records. The task is: describe an organic reaction: reactants, conditions, products, and yield The reactants are COC(=O)c1cccc(NC(Cc2cccc(C)c2)C(=O)OCc2ccccc2)c1, CCO. Yields the product COC(=O)c1cccc(NC(Cc2cccc(C)c2)C(=O)O)c1. Reaction SMILES: [CH3:1][O:2][C:3](=[O:4])[c:5]1[cH:6][c:7]([NH:11][CH:12]([C:13](=[O:14])[O:15][CH2:16][c:17]2[cH:18][cH:19][cH:20][cH:21][cH:22]2)[CH2:23][c:24]2[cH:25][c:26]([CH3:30])[cH:27][cH:28][cH:29]2)[cH:8][cH:9][cH:10]1.[CH3:31][CH2:32][OH:33]>>[CH3:1][O:2][C:3](=[O:4])[c:5]1[cH:6][c:7]([NH:11][CH:12]([C:13](=[O:14])[OH:15])[CH2:23][c:24]2[cH:25][c:26]([CH3:30])[cH:27][cH:28][cH:29]2)[cH:8][cH:9][cH:10]1. Reaction conditions: time 1 hour. Yields the product CC=1C=NC=2CCCCC2C1 (3-methyl-5,6,7,8-tetrahydroquinoline). Reaction SMILES: [CH3:1][C:2]1[CH:3]=[N:4][C:5]2[CH2:6][CH2:7][CH2:8][C:9](=O)[C:10]=2[CH:11]=1.O.NN.C(O)COCCO.[OH-].[Na+]>O>[CH3:1][C:2]1[CH:3]=[N:4][C:5]2[CH2:6][CH2:7][CH2:8][CH2:9][C:10]=2[CH:11]=1 |f:1.2,4.5|. Run in O (water), O (Water). The reactants are CC=1C=NC=2CCCC(C2C1)=O (3-methyl-7,8-dihydro-5(6H)-quinolone), O.NN (hydrazine hydrate), C(COCCO)O (diethylene glycol), [OH-].[Na+] (sodium hydroxide). The yield is 93.1%. Reported procedure: A mixture of cyclohexane-1,3-dione (11.2 g. 0.1 m), 3-amino-2-methylacrolein (8.5 g. 0.1m) triethylamine (5 ml.) and ammonium acetate (100 mg) were heated with stirring at 120° in an oil bath for 12 hours. The cooled reaction mixture was diluted with ether (50 ml.) and the solution washed with 2N HCl (3 × 15 ml.) The combined washings were adjusted to pH 9.0 with sodium carbonate and extracted with ether (3 × 50 ml.) The combined extracts were dried, evaporated in vacuo and the residual oil dist... The reactants are CN(C(=O)C=1C=C(OC2C(C(=O)O)=CC=CN2CC2=CC=C(C=C2)C(C)(C)O)C=CC1)C (2-(3-Dimethylcarbamoyl-phenoxy)-N-[4-(1-hydroxy-1-methyl-ethyl)-benzyl]-nicotinic acid), NCC1=CC=C(C=C1)C(C)(C)O (2-(4-Aminomethyl-phenyl)-propan-2-ol), O.ON1N=NC2=C1C=CC=C2 (1-hydroxybenzotriazole hydrate), Cl.C(C)N=C=N (3-ethylcarbodiimide hydrochloride). The solvent is CN(C=O)C (dimethylformamide), O (water). The product is CN(C(=O)C=1C=C(OC2=C(C(=O)NCC3=CC=C(C=C3)C(C)(C)O)C=CC=N2)C=CC1)C (2-(3-Dimethylcarbamoyl-phenoxy)-N-[4-(1-hydroxy-1-methyl-ethyl)-benzyl]-nicotinamide). As a reaction SMILES: [CH3:1][N:2]([CH3:32])[C:3]([C:5]1[CH:6]=[C:7]([CH:29]=[CH:30][CH:31]=1)[O:8][CH:9]1[N:17](CC2C=CC(C(O)(C)C)=CC=2)[CH:16]=[CH:15][CH:14]=[C:10]1[C:11]([OH:13])=O)=[O:4].[NH2:33][CH2:34][C:35]1[CH:40]=[CH:39][C:38]([C:41]([OH:44])([CH3:43])[CH3:42])=[CH:37][CH:36]=1.O.ON1C2C=CC=CC=2N=N1.Cl.C(N=C=N)C>CN(C)C=O.O>[CH3:32][N:2]([CH3:1])[C:3]([C:5]1[CH:6]=[C:7]([CH:29]=[CH:30][CH:31]=1)[O:8][C:9]1[N:17]=[CH:16][CH:15]=[CH:14][C:10]=1[C:11]([NH:33][CH2:34][C:35]1[CH:40]=[CH:39][C:38]([C:41]([OH:44])([CH3:42])[CH3:43])=[CH:37][CH:36]=1)=[O:13])=[O:4] |f:2.3,4.5|. Procedure: To a stirred solution of 2-(3-Dimethylcarbamoyl-phenoxy)-N-[4-(1-hydroxy-1-methyl-ethyl)-benzyl]-nicotinic acid (0.300 grams, 1.05 mmole), 2-(4-Aminomethyl-phenyl)-propan-2-ol (0.190 grams, 1.15 mmole), and 1-hydroxybenzotriazole hydrate (0.155 grams, 1.15 mmole) in dry dimethylformamide (5 ml) was added 1-(3-dimethylamino)-propyl)-3-ethylcarbodiimide hydrochloride (0.242 grams, 1.26 mmole) and stirred over night. The mixture poured into 100 ml water and extracted with ethyl acetate. The combine... Reactants: Cc1nc(N)cs1, CC#N, O, O=S(Cl)Cl, c1ccncc1, c1ccccc1, O=C(O)c1nnn[nH]1. Product: Cc1nc(NC(=O)c2nnn[nH]2)cs1. RXN SMILES: [CH3:19][c:20]1[s:21][cH:22][c:23]([NH2:25])[n:24]1.[CH3:26][C:27]#[N:28].[OH2:35].[S:1]([Cl:2])([Cl:3])=[O:4].[cH:29]1[cH:30][cH:31][n:32][cH:33][cH:34]1.[cH:5]1[cH:6][cH:7][cH:8][cH:9][cH:10]1.[nH:11]1[n:12][n:13][n:14][c:15]1[C:16](=[O:17])[OH:18]>>[n:11]1[n:12][n:13][nH:14][c:15]1[C:16](=[O:18])[NH:25][c:23]1[cH:22][s:21][c:20]([CH3:19])[n:24]1. The reactants are C=CCOC(=O)NCC(=O)O, CN(C)C=O, Cc1ccccc1, O=C(Cl)C(=O)Cl, ClCCl. The product is C=CCOC(=O)NCC(=O)Cl. As a reaction SMILES: [CH2:1]([CH:2]=[CH2:3])[O:4][C:5](=[O:6])[NH:7][CH2:8][C:9](=[O:10])[OH:11].[CH3:12][N:13]([CH3:14])[CH:15]=[O:16].[CH3:23][c:24]1[cH:25][cH:26][cH:27][cH:28][cH:29]1.[Cl:17][C:18]([C:19]([Cl:20])=[O:21])=[O:22].[Cl:30][CH2:31][Cl:32]>>[CH2:1]([CH:2]=[CH2:3])[O:4][C:5](=[O:6])[NH:7][CH2:8][C:9](=[O:11])[Cl:17]. Reactants: CO, ClC(Cl)Cl, O=C1CCC(=O)N1Cl, COC(=O)c1ccc(O)c(OC(F)(F)F)c1, O=S(=O)(O)C(F)(F)F. The product is COC(=O)c1cc(Cl)c(O)c(OC(F)(F)F)c1. As a reaction SMILES: [CH3:37][OH:38].[CH:33]([Cl:34])([Cl:35])[Cl:36].[Cl:17][N:18]1[C:19](=[O:20])[CH2:21][CH2:22][C:23]1=[O:24].[OH:1][c:2]1[c:3]([O:12][C:13]([F:14])([F:15])[F:16])[cH:4][c:5]([C:6](=[O:7])[O:8][CH3:9])[cH:10][cH:11]1.[OH:25][S:26]([C:27]([F:28])([F:29])[F:30])(=[O:31])=[O:32]>>[OH:1][c:2]1[c:3]([O:12][C:13]([F:14])([F:15])[F:16])[cH:4][c:5]([C:6](=[O:7])[O:8][CH3:9])[cH:10][c:11]1[Cl:17]. The yield is 99.6%. Reported procedure: To the compound 2-hydroxyethyl-1,4-benzodioxan (11.96 g) in dichloromethane (450 ml) was added triethylamine (0.12 mmol, 10 ml). Mesylchloride (9.2 g) was then added dropwise and the reaction mixture was stirred for one hour at room temperature. After completion or the reaction, the solution was washed with water, brine, and concentrated to an oil, which was purified by chromatography on silica gel to yield 2-mesyloxyethyl-1,4-benzodioxan 17.08 g. Run at time 1 hour. The reagents and catalysts are C(C)N(CC)CC (triethylamine). Reaction SMILES: [OH:1][CH2:2][CH2:3][CH:4]1[O:9][C:8]2[CH:10]=[CH:11][CH:12]=[CH:13][C:7]=2[O:6][CH2:5]1.[S:14](Cl)([CH3:17])(=[O:16])=[O:15]>ClCCl.C(N(CC)CC)C>[S:14]([O:1][CH2:2][CH2:3][CH:4]1[O:9][C:8]2[CH:10]=[CH:11][CH:12]=[CH:13][C:7]=2[O:6][CH2:5]1)([CH3:17])(=[O:16])=[O:15]. The product is S(=O)(=O)(C)OCCC1COC2=C(O1)C=CC=C2 (2-mesyloxyethyl-1,4-benzodioxan). The solvent is ClCCl (dichloromethane). The reactants are OCCC1COC2=C(O1)C=CC=C2 (2-hydroxyethyl-1,4-benzodioxan), S(=O)(=O)(C)Cl (Mesylchloride). Starting materials: CC[O-], [Cl-], [NH4+], [Na+], C#CC1(OC(=O)NC)CCN(CC=C(c2ccccc2)c2ccccc2)CC1. Yields the product C=C1N(C)C(=O)OC12CCN(CC=C(c1ccccc1)c1ccccc1)CC2. Reaction SMILES: [CH3:32][CH2:33][O-:34].[Cl-:29].[NH4+:30].[Na+:31].[c:1]1([C:7](=[CH:8][CH2:9][N:10]2[CH2:11][CH2:12][C:13]([O:16][C:17]([NH:18][CH3:19])=[O:20])([C:21]#[CH:22])[CH2:14][CH2:15]2)[c:23]2[cH:24][cH:25][cH:26][cH:27][cH:28]2)[cH:2][cH:3][cH:4][cH:5][cH:6]1>>[c:1]1([C:7](=[CH:8][CH2:9][N:10]2[CH2:11][CH2:12][C:13]3([CH2:14][CH2:15]2)[O:16][C:17](=[O:20])[N:18]([CH3:19])[C:21]3=[CH2:22])[c:23]2[cH:24][cH:25][cH:26][cH:27][cH:28]2)[cH:2][cH:3][cH:4][cH:5][cH:6]1. Reactants: ice water, [OH-].[NH4+] (ammonium hydroxide), O(C1=CC=CC=C1)C=1C=CC2=C(C=CCO2)C1 (6-Phenoxy-2H-1-benzopyran), C(=O)N1CCOCC1 (N-formylmorpholine), P(=O)(Cl)(Cl)Cl (phosphorus oxychloride). Solvent: C(Cl)Cl (methylene chloride). Conditions: temperature 60 celsius. The product is O(C1=CC=CC=C1)C=1C=CC2=C(C=C(CO2)C=O)C1 (6-phenoxy-2H-1-benzopyran-3-carboxaldehyde). RXN SMILES: [O:1]([C:8]1[CH:9]=[CH:10][C:11]2[O:16][CH2:15][CH:14]=[CH:13][C:12]=2[CH:17]=1)[C:2]1[CH:7]=[CH:6][CH:5]=[CH:4][CH:3]=1.[CH:18](N1CCOCC1)=[O:19].P(Cl)(Cl)(Cl)=O.[OH-].[NH4+]>C(Cl)Cl>[O:1]([C:8]1[CH:9]=[CH:10][C:11]2[O:16][CH2:15][C:14]([CH:18]=[O:19])=[CH:13][C:12]=2[CH:17]=1)[C:2]1[CH:3]=[CH:4][CH:5]=[CH:6][CH:7]=1 |f:3.4|. Reported procedure: 6-Phenoxy-2H-1-benzopyran (3.36 g, 15 mmol) and N-formylmorpholine (10.4 g, 90 mmol) are dissolved in 10.5 ml of methylene chloride and treated with phosphorus oxychloride (13.8 g, 90 mmol) at 0° C. over 15 minutes. The mixture is then heated at 60° C. for 27 hours, cooled and poured slowly into an ice-water mixture. The mixture is then neutralized with aqueous ammonium hydroxide, and extracted twice with methylene chloride. The combined organic extracts are washed with water, dried (MgSO4), and...